This data is from the Open Reaction Database (ORD), a public repository of structured organic reaction records. The task is: describe an organic reaction: reactants, conditions, products, and yield Procedure: To a stirred solution of 1-(4-vinyl-phenyl)-1H-[1,2,4]triazole (1 g, 5.8 mmol) in 25 mL of THF, was added n-BuLi (0.37 g, 5.8 mmol) at −78° C. and stirred for 30 min To this N-methoxy-N-methyl acetamide in THF (0.66 g, 6.4 mmol) was added and the resultant reaction mixture was stirred at ambient temperature for 16 h. The reaction mixture was quenched with a saturated aqueous NH4Cl solution and extracted with EtOAc (3×50 mL). The combined EtOAc layer was washed with brine and dried over sodium su... Reactants: C(=C)C1=CC=C(C=C1)N1N=CN=C1 (1-(4-vinyl-phenyl)-1H-[1,2,4]triazole), [Li]CCCC (n-BuLi), CON(C(C)=O)C (N-methoxy-N-methyl acetamide). Reaction SMILES: [CH:1]([C:3]1[CH:8]=[CH:7][C:6]([N:9]2[CH:13]=[N:12][CH:11]=[N:10]2)=[CH:5][CH:4]=1)=[CH2:2].[Li]CCCC.CON(C)[C:22](=[O:24])[CH3:23]>C1COCC1>[CH:1]([C:3]1[CH:4]=[CH:5][C:6]([N:9]2[C:13]([C:22](=[O:24])[CH3:23])=[N:12][CH:11]=[N:10]2)=[CH:7][CH:8]=1)=[CH2:2]. The yield is 23.0%. Yields the product C(=C)C1=CC=C(C=C1)N1N=CN=C1C(C)=O (1-(1-(4-Vinylphenyl)-1H-1,2,4-triazol-5-yl)ethanone), solid. Conditions: time 16 hour. The solvent is C1CCOC1 (THF), C1CCOC1 (THF). The reactants are C, CC(C)(C)OC(=O)N1CCN(C2CCN(Cc3ccccc3)CC2)C(=O)C1, CCO, [Pd]. The product is CC(C)(C)OC(=O)N1CCN(C2CCNCC2)C(=O)C1. RXN SMILES: [C:31].[CH2:1]([c:2]1[cH:3][cH:4][cH:5][cH:6][cH:7]1)[N:8]1[CH2:9][CH2:10][CH:11]([N:14]2[C:15](=[O:27])[CH2:16][N:17]([C:20](=[O:21])[O:22][C:23]([CH3:24])([CH3:25])[CH3:26])[CH2:18][CH2:19]2)[CH2:12][CH2:13]1.[CH3:28][CH2:29][OH:30].[Pd:32]>>[NH:8]1[CH2:9][CH2:10][CH:11]([N:14]2[C:15](=[O:27])[CH2:16][N:17]([C:20](=[O:21])[O:22][C:23]([CH3:24])([CH3:25])[CH3:26])[CH2:18][CH2:19]2)[CH2:12][CH2:13]1. Starting materials: C(#N)C1=CC=C2C=3C(C4=C(C(C3NC2=C1)(C)C)C=C(C=C4)OS(=O)(=O)C(F)(F)F)=O (Trifluoro-methanesulfonic acid 3-cyano-6,6-dimethyl-11-oxo-6,11-dihydro-5H-benzo[b]carbazol-8-yl ester), C(#N)C1=CC=C2C=3C(C4=C(C(C3NC2=C1)(C)C)C=C(C=C4)OS(=O)(=O)C(F)(F)F)=O (Trifluoro-methanesulfonic acid 3-cyano-6,6-dimethyl-11-oxo-6,11-dihydro-5H-benzo[b]carbazol-8-yl ester), C(C)(C)N1CCNCC1 (1-isopropylpiperazine). The solvent is CN1CCCC1=O (NMP). Conditions: temperature 120 celsius, time 3 hour. Yields the product C(C)(C)N1CCN(CC1)C=1C=CC2=C(C(C=3NC4=CC(=CC=C4C3C2=O)C#N)(C)C)C1 (8-(4-Isopropyl-piperazin-1-yl)-6,6-dimethyl-11-oxo-6,11-dihydro-5H-benzo[b]carbazole-3-carbonitrile). Reaction SMILES: [C:1]([C:3]1[CH:15]=[C:14]2[C:6]([C:7]3[C:8](=[O:30])[C:9]4[CH:21]=[CH:20][C:19](OS(C(F)(F)F)(=O)=O)=[CH:18][C:10]=4[C:11]([CH3:17])([CH3:16])[C:12]=3[NH:13]2)=[CH:5][CH:4]=1)#[N:2].[CH:31]([N:34]1[CH2:39][CH2:38][NH:37][CH2:36][CH2:35]1)([CH3:33])[CH3:32]>CN1C(=O)CCC1>[CH:31]([N:34]1[CH2:39][CH2:38][N:37]([C:19]2[CH:20]=[CH:21][C:9]3[C:8](=[O:30])[C:7]4[C:6]5[C:14](=[CH:15][C:3]([C:1]#[N:2])=[CH:4][CH:5]=5)[NH:13][C:12]=4[C:11]([CH3:16])([CH3:17])[C:10]=3[CH:18]=2)[CH2:36][CH2:35]1)([CH3:33])[CH3:32]. Reported procedure: Trifluoro-methanesulfonic acid 3-cyano-6,6-dimethyl-11-oxo-6,11-dihydro-5H-benzo[b]carbazol-8-yl ester (Compound B1, 40 mg, 0.0921 mmol) was dissolved in NMP (1 ml) and added with 1-isopropylpiperazine (236 mg, 20 eq.). The mixture was stirred at 120° C. for 3 hr. After cooling to room temperature, purification was carried out by HPLC to obtain the target compound (white powder, 12.8 mg, 34%). Reaction SMILES: [CH2:19]([c:20]1[cH:21][cH:22][cH:23][cH:24][cH:25]1)[O:26][CH2:27][CH2:28][CH2:29][CH2:30][C:31](=[O:32])[Cl:33].[ClH:1].[NH2:2][c:3]1[cH:4][cH:5][c:6]2[c:10]([c:11]1[OH:12])[CH:9]([CH2:13][CH2:14][NH:15][C:16]([CH3:17])=[O:18])[CH2:8][CH2:7]2.[cH:34]1[cH:35][cH:36][n:37][cH:38][cH:39]1>>[NH:2]([c:3]1[cH:4][cH:5][c:6]2[c:10]([c:11]1[OH:12])[CH:9]([CH2:13][CH2:14][NH:15][C:16]([CH3:17])=[O:18])[CH2:8][CH2:7]2)[C:31]([CH2:30][CH2:29][CH2:28][CH2:27][O:26][CH2:19][c:20]1[cH:21][cH:22][cH:23][cH:24][cH:25]1)=[O:32]. The reactants are O=C(Cl)CCCCOCc1ccccc1, Cl, CC(=O)NCCC1CCc2ccc(N)c(O)c21, c1ccncc1. The product is CC(=O)NCCC1CCc2ccc(NC(=O)CCCCOCc3ccccc3)c(O)c21. Reactants: CC=1C=C(C=C(C1)NC1=NC=CC(=N1)SC)C1=CN=C(S1)N1CC(NCCC1)=O (4-[5-(3-methyl-5-{[4-(methylsulfanyl)pyrimidin-2-yl]amino}phenyl)-1,3-thiazol-2-yl]-1,4-diazepan-2-one), ClC1=CC(=CC=C1)C(=O)OO (3-chloroperbenzoic acid). Run in ClCCl (dichloromethane), [O-]S(=O)(=S)[O-].[Na+].[Na+] (Na2S2O3). Conditions: time 3 hour. Yields the product CC=1C=C(C=C(C1)NC1=NC=CC(=N1)S(=O)C)C1=CN=C(S1)N1CC(NCCC1)=O (4-[5-(3-methyl-5-{[4-(methylsulfinyl)pyrimidin-2-yl]amino}phenyl)-1,3-thiazol-2-yl]-1,4-diazepan-2-one). Isolated yield 6.4%. As a reaction SMILES: [CH3:1][C:2]1[CH:3]=[C:4]([C:17]2[S:21][C:20]([N:22]3[CH2:28][CH2:27][CH2:26][NH:25][C:24](=[O:29])[CH2:23]3)=[N:19][CH:18]=2)[CH:5]=[C:6]([NH:8][C:9]2[N:14]=[C:13]([S:15][CH3:16])[CH:12]=[CH:11][N:10]=2)[CH:7]=1.ClC1C=CC=C(C(OO)=[O:38])C=1>ClCCl.[O-]S([O-])(=S)=O.[Na+].[Na+]>[CH3:1][C:2]1[CH:3]=[C:4]([C:17]2[S:21][C:20]([N:22]3[CH2:28][CH2:27][CH2:26][NH:25][C:24](=[O:29])[CH2:23]3)=[N:19][CH:18]=2)[CH:5]=[C:6]([NH:8][C:9]2[N:14]=[C:13]([S:15]([CH3:16])=[O:38])[CH:12]=[CH:11][N:10]=2)[CH:7]=1 |f:3.4.5|. Procedure: To 4-[5-(3-methyl-5-{[4-(methylsulfanyl)pyrimidin-2-yl]amino}phenyl)-1,3-thiazol-2-yl]-1,4-diazepan-2-one (50 mg, 0.117 mmol) stirring in dichloromethane (586 μL) at room temperature was added 3-chloroperbenzoic acid (27.6 mg, 0.123 mmol). Stirred for 3 hr. at room temperature, diluted with 10% Na2S2O3 (aq.), and washed with sat. NaHCO3 (aq.) and brine. The organic extracts were dried (Na2SO4), filtered, and concentrated in vacuo. Purified by reverse phase preparative HPLC (0:100 to 95:5 acetoni... The reactants are [Cl-].FC1=CC=C(C(=O)CCC[N+]2=CC=C(C=C2)C=2SC=C(N2)C)C=C1 (1-(3-p-fluorobenzoylpropyl)- 4-(4-methyl-2-thiazolyl)pyridinium chloride), CO (methanol), [BH4-].[Na+] (sodium borohydride). Solvent: O (water). The product is FC1=CC=C(C=C1)C(CCCN1CCC(=CC1)C=1SC=C(N1)C)O (3,6-Dihydro-α-(p-fluorophenyl)-4-(4-methyl-2 -thiazolyl)-1(2H)-pyridinebutanol). As a reaction SMILES: [Cl-].[F:2][C:3]1[CH:25]=[CH:24][C:6]([C:7]([CH2:9][CH2:10][CH2:11][N+:12]2[CH:17]=[CH:16][C:15]([C:18]3[S:19][CH:20]=[C:21]([CH3:23])[N:22]=3)=[CH:14][CH:13]=2)=[O:8])=[CH:5][CH:4]=1.CO.[BH4-].[Na+]>O>[F:2][C:3]1[CH:25]=[CH:24][C:6]([CH:7]([OH:8])[CH2:9][CH2:10][CH2:11][N:12]2[CH2:13][CH:14]=[C:15]([C:18]3[S:19][CH:20]=[C:21]([CH3:23])[N:22]=3)[CH2:16][CH2:17]2)=[CH:5][CH:4]=1 |f:0.1,3.4|. Procedure: To a 0.4 g. portion of 1-(3-p-fluorobenzoylpropyl)- 4-(4-methyl-2-thiazolyl)pyridinium chloride, prepared as described in Example 4, in 20 ml. of methanol is added portionwise with stirring 0.4 g. of sodium borohydride. The mixture is stirred for 2 hours and then poured into water causing the formation of white solid which is separated and recrystallized from acetone and water, m.p. 89°-90.5° C. Reactants: CCOC(=O)Cn1c(=O)c2c(nc(N3CCN(C(=O)OC(C)(C)C)CC3)n2-c2ccccc2OC)n(C)c1=O, CCO, Cl, [Na+], [OH-]. The product is COc1ccccc1-n1c(N2CCN(C(=O)OC(C)(C)C)CC2)nc2c1c(=O)n(CC(=O)O)c(=O)n2C. As a reaction SMILES: [C:1]([CH3:2])([CH3:3])([CH3:4])[O:5][C:6](=[O:7])[N:8]1[CH2:9][CH2:10][N:11]([c:14]2[n:15][c:16]3[n:17]([CH3:39])[c:18](=[O:38])[n:19]([CH2:32][C:33](=[O:34])[O:35][CH2:36][CH3:37])[c:20](=[O:31])[c:21]3[n:22]2-[c:23]2[c:24]([O:29][CH3:30])[cH:25][cH:26][cH:27][cH:28]2)[CH2:12][CH2:13]1.[CH3:43][CH2:44][OH:45].[ClH:42].[Na+:41].[OH-:40]>>[C:1]([CH3:2])([CH3:3])([CH3:4])[O:5][C:6](=[O:7])[N:8]1[CH2:9][CH2:10][N:11]([c:14]2[n:15][c:16]3[n:17]([CH3:39])[c:18](=[O:38])[n:19]([CH2:32][C:33](=[O:34])[OH:35])[c:20](=[O:31])[c:21]3[n:22]2-[c:23]2[c:24]([O:29][CH3:30])[cH:25][cH:26][cH:27][cH:28]2)[CH2:12][CH2:13]1. Reaction SMILES: [OH:1][N:2]=[C:3]([C:5]1[CH:6]=[CH:7][C:8]2[N:9]([CH:11]=[CH:12][N:13]=2)[CH:10]=1)[NH2:4].[F:14][C:15]1[CH:16]=[N:17][CH:18]=[C:19]([CH:23]=1)[C:20](O)=O.N>>[F:14][C:15]1[CH:23]=[C:19]([C:20]2[O:1][N:2]=[C:3]([C:5]3[CH:6]=[CH:7][C:8]4[N:9]([CH:11]=[CH:12][N:13]=4)[CH:10]=3)[N:4]=2)[CH:18]=[N:17][CH:16]=1. Product: FC=1C=C(C=NC1)C1=NC(=NO1)C=1C=CC=2N(C1)C=CN2 (5-(5-fluoropyridin-3-yl)-3-(imidazo[1,2-a]pyridin-6-yl)-1,2,4-oxadiazole). Procedure: The title compound was prepared according to method C using N′-hydroxyimidazo[1,2-a]pyridine-6-carboximidamide (Bionet) and 5-fluoronicotinic acid (Frontier). 1H NMR (300 MHz, DMSO-d6) δ 7.71 (d, J=1.4 Hz, 1 H), 7.74-7.88 (m, 2 H), 8.20 (s, 1 H), 8.51 (ddd, J=9.0, 2.9, 1.7 Hz, 1 H), 8.97 (d, J=3.1 Hz, 1 H), 9.24 (t, J=1.5 Hz, 1 H), 9.47 (t, J=1.4 Hz, 1 H) ppm; MS (DCI/NH3) m/z 282 (M+H)+. The reactants are ON=C(N)C=1C=CC=2N(C1)C=CN2 (N′-hydroxyimidazo[1,2-a]pyridine-6-carboximidamide), FC=1C=NC=C(C(=O)O)C1 (5-fluoronicotinic acid), N (NH3). Reactants: FC(F)(F)c1cc(Cl)c(-c2ncc[nH]2)c(Cl)c1, O, O=[N+]([O-])O, O=S(=O)(O)O. Yields the product O=[N+]([O-])c1c[nH]c(-c2c(Cl)cc(C(F)(F)F)cc2Cl)n1. RXN SMILES: [Cl:1][c:2]1[c:3](-[c:13]2[nH:14][cH:15][cH:16][n:17]2)[c:4]([Cl:12])[cH:5][c:6]([C:8]([F:9])([F:10])[F:11])[cH:7]1.[OH2:27].[OH:18][N+:19]([O-:20])=[O:21].[S:22](=[O:23])(=[O:24])([OH:25])[OH:26]>>[Cl:1][c:2]1[c:3](-[c:13]2[n:14][c:15]([N+:19](=[O:18])[O-:20])[cH:16][nH:17]2)[c:4]([Cl:12])[cH:5][c:6]([C:8]([F:9])([F:10])[F:11])[cH:7]1.